From a dataset of the Open Reaction Database (ORD), a public repository of structured organic reaction records. describe an organic reaction: reactants, conditions, products, and yield Reactants: C(N)(=N)C=1C=C2C3C(C(NC2=CC1)C1=C(C=C(C(=C1)OC)O)C1=C(C=C(C=C1)C(=O)O)OC)CC1=CC=CC=C13 (2′-(2-Carbamimidoyl-5,6a,7,11b-tetrahydro-6H-indeno[2,1-c]quinolin-6-yl)-5′-hydroxy-2,4′-dimethoxy-biphenyl-4-carboxylic acid), C1(CCCCC1)N (cyclohexylamine). Yields the product C1(CCCCC1)NC(=O)C1=CC(=C(C=C1)C1=C(C=C(C(=C1)O)OC)C1NC2=CC=C(C=C2C2C1CC1=CC=CC=C12)C(N)=N)OC (2′-(2-Carbamimidoyl-5,6a,7,11b-tetrahydro-6H-indeno[2,1-c]quinolin-6-yl)-5′-hydroxy-2,4′-dimethoxy-biphenyl-4-carboxylic acid cyclohexylamide). Reaction SMILES: [C:1]([C:4]1[CH:5]=[C:6]2[C:11](=[CH:12][CH:13]=1)[NH:10][CH:9]([C:14]1[CH:19]=[C:18]([O:20][CH3:21])[C:17]([OH:22])=[CH:16][C:15]=1[C:23]1[CH:28]=[CH:27][C:26]([C:29](O)=[O:30])=[CH:25][C:24]=1[O:32][CH3:33])[CH:8]1[CH2:34][C:35]3[C:40]([CH:7]21)=[CH:39][CH:38]=[CH:37][CH:36]=3)(=[NH:3])[NH2:2].[CH:41]1([NH2:47])[CH2:46][CH2:45][CH2:44][CH2:43][CH2:42]1>>[CH:41]1([NH:47][C:29]([C:26]2[CH:27]=[CH:28][C:23]([C:15]3[CH:16]=[C:17]([OH:22])[C:18]([O:20][CH3:21])=[CH:19][C:14]=3[CH:9]3[CH:8]4[CH2:34][C:35]5[C:40]([CH:7]4[C:6]4[C:11](=[CH:12][CH:13]=[C:4]([C:1](=[NH:2])[NH2:3])[CH:5]=4)[NH:10]3)=[CH:39][CH:38]=[CH:37][CH:36]=5)=[C:24]([O:32][CH3:33])[CH:25]=2)=[O:30])[CH2:46][CH2:45][CH2:44][CH2:43][CH2:42]1. Reported procedure: Example 238 was prepared according to the protocol described for example 235 from 2′-(2-Carbamimidoyl-5,6a,7,11b-tetrahydro-6H-indeno[2,1-c]quinolin-6-yl)-5′-hydroxy-2,4′-dimethoxy-biphenyl-4-carboxylic acid (example 235 step a) and cyclohexylamine. Mass Spectrum: 617 (M+1). Reactants: C(C)(=O)[O-] (acetate), ClCOC(=O)OC(CNC(C(=C)C)=O)C (N-(2-chloromethoxycarbonyloxypropyl)methacrylamide). Run in C1CCOC1 (THF), C1CCOC1 (THF). Run at time 5 day. Product: C(C)(=O)OCOC(=O)OC(CNC(C(=C)C)=O)C (N-(2-acetoxymethoxycarbonyloxypropyl)methacrylamide). The yield is 46.9%. As a reaction SMILES: [C:1]([O-:4])(=[O:3])[CH3:2].Cl[CH2:6][O:7][C:8]([O:10][CH:11]([CH3:19])[CH2:12][NH:13][C:14](=[O:18])[C:15]([CH3:17])=[CH2:16])=[O:9]>C1COCC1>[C:1]([O:4][CH2:6][O:7][C:8]([O:10][CH:11]([CH3:19])[CH2:12][NH:13][C:14](=[O:18])[C:15]([CH3:17])=[CH2:16])=[O:9])(=[O:3])[CH3:2]. Procedure details: A THF solution (30 ml) of TBA acetate (1.21 g, 4 mmol), prepared by freeze-drying an aqueous solution of equimolar TBA-OH and acetic acid, was added to a stirred solution of N-(2-chloromethoxycarbonyloxypropyl) methacrylamide (0.943 g, 4 mmol) from Example 16 above in THF (10 ml) at room temperature. Following stirring for 5 days the solvent was removed under reduced pressure and the residue was dissolved in chloroform (50 ml) and washed with water (5×10 ml). The organic phase was dried (MgSO4) ... The reactants are NC=1N(C2=CC=CC=C2C1C1=CC=CC=C1)C (2-amino-1-methyl-3-phenylindole), C(C)OC(=O)Cl (ethylchlorocarbonate), Cl (HCl), C(C)OC(=O)Cl (ethylchlorocarbonate). The solvent is N1=CC=CC=C1 (pyridine). Reaction conditions: temperature 75 celsius. Yields the product CN1C=2C=CC=CC2C2=C1NC(C1=CC=CC=C21)=O (7-methylindolo[2,3-c]isoquinolin-5(6H)-one). The yield is 46.3%. Reaction SMILES: [NH2:1][C:2]1[N:3]([CH3:17])[C:4]2[C:9]([C:10]=1[C:11]1[CH:16]=[CH:15][CH:14]=[CH:13][CH:12]=1)=[CH:8][CH:7]=[CH:6][CH:5]=2.[CH2:18]([O:20]C(Cl)=O)C.Cl>N1C=CC=CC=1>[CH3:17][N:3]1[C:2]2[NH:1][C:18](=[O:20])[C:16]3[C:11]([C:10]=2[C:9]2[CH:8]=[CH:7][CH:6]=[CH:5][C:4]1=2)=[CH:12][CH:13]=[CH:14][CH:15]=3. Procedure: To a solution of 2.59 g (0.01 mole) of 2-amino-1-methyl-3-phenylindole in 15 ml of pyridine, 2.84 g (0.026 mole) of ethylchlorocarbonate is added. The reaction mixture is heated to 75° C. for about 2 hours, allowed to cool and 2.84 g more of ethylchlorocarbonate is added. The reaction mixture, heated for a further 3 hours, is then poured into about 200 ml of aqueous 10% HCl solution, the product is extracted with ethyl ether and the organic layer washed with water. The resulting etheral solution... The reactants are BrCC(=O)C1=CC(=C(C=C1)Cl)S(N(C)C)(=O)=O (2-bromo-4'-chloro-3'-dimethylsulfamoylacetophenone), C(C)(CC)NC(NC1=CC=CC=C1)=S (3-sec.-butyl-1-phenylthiourea), Br.C(C)(CC)N1C(SCC1(O)C1=CC(=C(C=C1)Cl)S(N(C)C)(=O)=O)=NC1=CC=CC=C1 (3-sec.-butyl-4-(4-chloro-3-dimethylsulfamoylphenyl)-2-phenyliminothiazolidin-4-ol hydrobromide). Product: Br.C(C)(CC)N1C(SC=C1C1=CC(=C(C=C1)Cl)S(N(C)C)(=O)=O)=NC1=CC=CC=C1 (3-sec.-Butyl-4-(4-chloro-3-dimethylsulfamoylphenyl)-2-phenylimino-4-thiazoline hydrobromide). As a reaction SMILES: [Br:1]CC(C1C=CC(Cl)=C(S(=O)(=O)N(C)C)C=1)=O.C(NC(=S)NC1C=CC=CC=1)(CC)C.Br.[CH:33]([N:37]1[C:41]([C:43]2[CH:48]=[CH:47][C:46]([Cl:49])=[C:45]([S:50](=[O:55])(=[O:54])[N:51]([CH3:53])[CH3:52])[CH:44]=2)(O)[CH2:40][S:39][C:38]1=[N:56][C:57]1[CH:62]=[CH:61][CH:60]=[CH:59][CH:58]=1)([CH2:35][CH3:36])[CH3:34]>>[BrH:1].[CH:33]([N:37]1[C:41]([C:43]2[CH:48]=[CH:47][C:46]([Cl:49])=[C:45]([S:50](=[O:54])(=[O:55])[N:51]([CH3:53])[CH3:52])[CH:44]=2)=[CH:40][S:39][C:38]1=[N:56][C:57]1[CH:62]=[CH:61][CH:60]=[CH:59][CH:58]=1)([CH2:35][CH3:36])[CH3:34] |f:2.3,4.5|. Procedure: Obtained by a procedure analogous to that indicated in Example 1(a), from 2-bromo-4'-chloro-3'-dimethylsulfamoylacetophenone and 3-sec.-butyl-1-phenylthiourea, or by a procedure analogous to that of Example 1(b), from 3-sec.-butyl-4-(4-chloro-3-dimethylsulfamoylphenyl)-2-phenyliminothiazolidin-4-ol hydrobromide. Colorless crystals; melting point 250° C. (with decomposition).